From a dataset of the Open Reaction Database (ORD), a public repository of structured organic reaction records. describe an organic reaction: reactants, conditions, products, and yield Procedure: The title compound of Example 4, (2.0 g) was dissolved in ethyl ether (400 ml). With rapid stirring, a saturated solution of hydrogen chloride in isopropyl alcohol was added dropwise until no further precipitation occurred. The oily material was stirred for 20 hours. The ethyl ether was decanted and the residue crystallized from ethyl acetate/ethyl ether to give the title compound (700 mg), m.p. ca. 153°-156° C. Product: Cl.CC(C)(C)C=1C=C(C=C(C1O)C(C)(C)C)SCCC(=O)N(CCC1=NC=CC=C1)C (3-[[3,5-bis(1,1-dimethylethyl)-4-hydroxyphenyl]thio]-N-methyl-N-[2-(2-pyridinyl)ethyl]propanamide monohydrochloride). RXN SMILES: [CH3:1][C:2]([C:5]1[CH:6]=[C:7]([S:16][CH2:17][CH2:18][C:19]([N:21]([CH3:30])[CH2:22][CH2:23][C:24]2[CH:29]=[CH:28][CH:27]=[CH:26][N:25]=2)=[O:20])[CH:8]=[C:9]([C:12]([CH3:15])([CH3:14])[CH3:13])[C:10]=1[OH:11])([CH3:4])[CH3:3].[ClH:31]>C(OCC)C.C(O)(C)C>[ClH:31].[CH3:15][C:12]([C:9]1[CH:8]=[C:7]([S:16][CH2:17][CH2:18][C:19]([N:21]([CH3:30])[CH2:22][CH2:23][C:24]2[CH:29]=[CH:28][CH:27]=[CH:26][N:25]=2)=[O:20])[CH:6]=[C:5]([C:2]([CH3:1])([CH3:3])[CH3:4])[C:10]=1[OH:11])([CH3:13])[CH3:14] |f:4.5|. Run in C(C)OCC (ethyl ether), C(C)(C)O (isopropyl alcohol). Reactants: CC(C)(C)C=1C=C(C=C(C1O)C(C)(C)C)SCCC(=O)N(CCC1=NC=CC=C1)C (3-[[3,5-bis(1,1-dimethylethyl)-4-hydroxyphenyl]thio]-N-methyl-N-[2-(2-pyridinyl)ethyl]propanamide), Cl (hydrogen chloride). Reaction conditions: time 20 hour.